From a dataset of the Open Reaction Database (ORD), a public repository of structured organic reaction records. describe an organic reaction: reactants, conditions, products, and yield Starting materials: COC1=C(C=O)C=CC(=C1OC)OC (2,3,4-trimethoxybenzaldehyde), [BH4-].[Na+] (NaBH4), C1CCCCC1.CCOC(=O)C (cyclohexane AcOEt). The solvent is C(Cl)Cl (CH2Cl2), C(C)O (ethanol). Conditions: time 30 minute. Yields the product OCC1=C(C(=C(C=C1)OC)OC)OC (1-hydroxymethyl-2,3,4-trimethoxybenzene). RXN SMILES: [CH3:1][O:2][C:3]1[C:10]([O:11][CH3:12])=[C:9]([O:13][CH3:14])[CH:8]=[CH:7][C:4]=1[CH:5]=[O:6].[BH4-].[Na+].C1CCCCC1.CCOC(C)=O>C(Cl)Cl.C(O)C>[OH:6][CH2:5][C:4]1[CH:7]=[CH:8][C:9]([O:13][CH3:14])=[C:10]([O:11][CH3:12])[C:3]=1[O:2][CH3:1] |f:1.2,3.4|. Procedure details: 2 g of commercials 2,3,4-trimethoxybenzaldehyde are placed in a 100 ml three-necked flask equipped with a magnetic stirrer, a gas inlet and a thermometer and are dissolved in 15 ml of CH2Cl2 +5 ml of ethanol. 200 mg of NaBH4 (6 mmoles) are added in small portions, at ambient temperature. The contents are stirred for 30 minutes at ambient temperature. TLC (cyclohexane:AcOEt 6:4) indicates a single-spot product. The ethanol is evaporated off and the residue is taken up with ChCl3, the organic phas...